This data is from the Open Reaction Database (ORD), a public repository of structured organic reaction records. The task is: describe an organic reaction: reactants, conditions, products, and yield The reactants are C1(CCCC1)C1=C(C=C(C(=O)OC)C=C1)C(F)(F)F (methyl 4-cyclopentyl-3-(trifluoromethyl)benzoate), [BH4-].[Li+] (lithium borohydride). The solvent is O1CCOCC1 (1,4-dioxane). Yields the product C1(CCCC1)C1=C(C=C(C=C1)CO)C(F)(F)F ((4-Cyclopentyl-3-(trifluoromethyl)phenyl)methanol). Isolated yield 1651.3%. As a reaction SMILES: [CH:1]1([C:6]2[CH:15]=[CH:14][C:9]([C:10](OC)=[O:11])=[CH:8][C:7]=2[C:16]([F:19])([F:18])[F:17])[CH2:5][CH2:4][CH2:3][CH2:2]1.[BH4-].[Li+]>O1CCOCC1>[CH:1]1([C:6]2[CH:15]=[CH:14][C:9]([CH2:10][OH:11])=[CH:8][C:7]=2[C:16]([F:17])([F:18])[F:19])[CH2:2][CH2:3][CH2:4][CH2:5]1 |f:1.2|. Procedure details: To a solution of methyl 4-cyclopentyl-3-(trifluoromethyl)benzoate (8.16 g, 30.0 mmol) in 1,4-dioxane (200 mL) Was added lithium borohydride solution (2 M in tetrahydrofuran, 30.0 mL, 59.9 mmol). The mixture was heated under reflux for 2.5 h. The mixture was allowed to cool to room temperature and carefully quenched with 1 N aqueous HCl solution to pH 5. The organic layer was separated and the aqueous layer was extracted with ethyl acetate. The combined organic layers were dried over anhydrous so... The reactants are Cl.COC(CCCCCN)=O (6-aminohexanoic acid methylester hydrochloride), C(=O)(OC(C)(C)C)N[C@H](C)C(=O)O (Boc-(D)-alanine), C(C(C)C)OC(=O)Cl (isobutylchloroformate), CN1CCOCC1 (N-methylmorpholine). Run at temperature -78 celsius, time 25 hour. The product is N([C@H](C)C(=O)NCCCCCC(=O)OC)C(=O)OC(C)(C)C (Boc-(D)Ala-NH(CH2)5CO2Me). As a reaction SMILES: [C:1]([NH:8][C@@H:9]([C:11]([OH:13])=O)[CH3:10])([O:3][C:4]([CH3:7])([CH3:6])[CH3:5])=[O:2].CN1CCOCC1.C(OC(Cl)=O)C(C)C.Cl.[CH3:30][O:31][C:32](=[O:39])[CH2:33][CH2:34][CH2:35][CH2:36][CH2:37][NH2:38]>C(Cl)Cl>[NH:8]([C:1]([O:3][C:4]([CH3:5])([CH3:6])[CH3:7])=[O:2])[C@@H:9]([C:11]([NH:38][CH2:37][CH2:36][CH2:35][CH2:34][CH2:33][C:32]([O:31][CH3:30])=[O:39])=[O:13])[CH3:10] |f:3.4|. The solvent is C(Cl)Cl (methylene chloride). Procedure: Boc-(D)-alanine (5.1 g, 26.9 mmol) in 100 ml of methylene chloride (CH2Cl2) was cooled to 0° C. and 5.9 ml (53.8 mmol) of N-methylmorpholine (NMM) were added. After cooling this vigorously stirred solution to -78° C., 3.5 ml (26.9 mmol) of isobutylchloroformate (IBCF) were added to this reaction which was run entirely under an Ar atmosphere. The mixture was allowed to warm slowly to 20° before it was again cooled to -78° C. and 4.9 g (26.9 mmol) of 6-aminohexanoic acid methylester hydrochloride ... Yields the product CC(O)c1cc2c(Cl)cccc2nc1-c1cccc(F)c1. Reaction SMILES: [Br-:26].[CH3:27][Mg+:28].[CH3:29][CH2:30][O:31][CH2:32][CH3:33].[Cl:1][c:2]1[c:3]2[cH:4][c:5]([CH:19]=[O:20])[c:6](-[c:12]3[cH:13][c:14]([F:18])[cH:15][cH:16][cH:17]3)[n:7][c:8]2[cH:9][cH:10][cH:11]1.[O:21]1[CH2:22][CH2:25][CH2:24][CH2:23]1>>[Cl:1][c:2]1[c:3]2[cH:4][c:5]([CH:19]([OH:20])[CH3:22])[c:6](-[c:12]3[cH:13][c:14]([F:18])[cH:15][cH:16][cH:17]3)[n:7][c:8]2[cH:9][cH:10][cH:11]1. Reactants: [Br-], C[Mg+], CCOCC, O=Cc1cc2c(Cl)cccc2nc1-c1cccc(F)c1, C1CCOC1. Reactants: CCO, Cl, [H][H], COc1ccc2c(c1OC)CC(c1ccccc1)C=C2CN, [Pd]. The product is Cl, COc1ccc2c(c1OC)CC(c1ccccc1)CC2CN. As a reaction SMILES: [CH3:26][CH2:27][OH:28].[ClH:1].[H:24][H:25].[NH2:2][CH2:3][C:4]1=[CH:5][CH:6]([c:18]2[cH:19][cH:20][cH:21][cH:22][cH:23]2)[CH2:7][c:8]2[c:9]([O:16][CH3:17])[c:10]([O:14][CH3:15])[cH:11][cH:12][c:13]21.[Pd:29]>>[ClH:1].[NH2:2][CH2:3][CH:4]1[CH2:5][CH:6]([c:18]2[cH:19][cH:20][cH:21][cH:22][cH:23]2)[CH2:7][c:8]2[c:9]([O:16][CH3:17])[c:10]([O:14][CH3:15])[cH:11][cH:12][c:13]21. Reactants: IC1=NN(C2=NC=NC(=C21)N)[C@@H]2CC[C@H](CC2)N2CCN(CC2)C (trans 3-iodo-1-[4-(4-methylpiperazino)cyclohexyl]-1H-pyrazolo[3,4-d]pyrimidin-4-amine), ClC1=C(C=CC(=C1)B1OC(C(O1)(C)C)(C)C)NC(OC(C)(C)C)=O (tert-butyl N-[2-chloro-4-(4,4,5,5-tetramethyl-1,3,2-dioxaborolan-2-yl)phenyl]carbamate), C([O-])([O-])=O.[Na+].[Na+] (sodium carbonate). Reagents/catalysts: C=1C=CC(=CC1)[P](C=2C=CC=CC2)(C=3C=CC=CC3)[Pd]([P](C=4C=CC=CC4)(C=5C=CC=CC5)C=6C=CC=CC6)([P](C=7C=CC=CC7)(C=8C=CC=CC8)C=9C=CC=CC9)[P](C=1C=CC=CC1)(C=1C=CC=CC1)C=1C=CC=CC1 (tetrakis(triphenylphosphine)palladium(0)), C=1C=CC(=CC1)[P](C=2C=CC=CC2)(C=3C=CC=CC3)[Pd]([P](C=4C=CC=CC4)(C=5C=CC=CC5)C=6C=CC=CC6)([P](C=7C=CC=CC7)(C=8C=CC=CC8)C=9C=CC=CC9)[P](C=1C=CC=CC1)(C=1C=CC=CC1)C=1C=CC=CC1 (tetrakis(triphenylphosphine)palladium(0)). Solvent: COCCOC (1,2-dimethoxyethane), O (water). Yields the product NC1=C2C(=NC=N1)N(N=C2C2=CC(=C(C=C2)NC(OC(C)(C)C)=O)Cl)[C@@H]2CC[C@H](CC2)N2CCN(CC2)C (trans tert-butyl N-(4-{4-amino-1-[4-(4-methylpiperazino)cyclohexyl]-1H-pyrazolo[3,4-d]pyrimidin-3-yl}-2-chlorophenyl)carbamate). Isolated yield 73.9%. RXN SMILES: I[C:2]1[C:10]2[C:5](=[N:6][CH:7]=[N:8][C:9]=2[NH2:11])[N:4]([C@H:12]2[CH2:17][CH2:16][C@H:15]([N:18]3[CH2:23][CH2:22][N:21]([CH3:24])[CH2:20][CH2:19]3)[CH2:14][CH2:13]2)[N:3]=1.[Cl:25][C:26]1[CH:31]=[C:30](B2OC(C)(C)C(C)(C)O2)[CH:29]=[CH:28][C:27]=1[NH:41][C:42](=[O:48])[O:43][C:44]([CH3:47])([CH3:46])[CH3:45].C(=O)([O-])[O-].[Na+].[Na+]>COCCOC.O.C1C=CC([P]([Pd]([P](C2C=CC=CC=2)(C2C=CC=CC=2)C2C=CC=CC=2)([P](C2C=CC=CC=2)(C2C=CC=CC=2)C2C=CC=CC=2)[P](C2C=CC=CC=2)(C2C=CC=CC=2)C2C=CC=CC=2)(C2C=CC=CC=2)C2C=CC=CC=2)=CC=1>[NH2:11][C:9]1[N:8]=[CH:7][N:6]=[C:5]2[N:4]([C@H:12]3[CH2:17][CH2:16][C@H:15]([N:18]4[CH2:23][CH2:22][N:21]([CH3:24])[CH2:20][CH2:19]4)[CH2:14][CH2:13]3)[N:3]=[C:2]([C:30]3[CH:29]=[CH:28][C:27]([NH:41][C:42](=[O:48])[O:43][C:44]([CH3:45])([CH3:46])[CH3:47])=[C:26]([Cl:25])[CH:31]=3)[C:10]=12 |f:2.3.4,^1:65,67,86,105|. Procedure: A mixture of trans 3-iodo-1-[4-(4-methylpiperazino)cyclohexyl]-1H-pyrazolo[3,4-d]pyrimidin-4-amine (2.20 g, 0.00498 mol), tert-butyl N-[2-chloro-4-(4,4,5,5-tetramethyl-1,3,2-dioxaborolan-2-yl)phenyl]carbamate (1.93 g, 0.00548 mol), sodium carbonate (1.32 g, 0.01245 mol) in 1,2-dimethoxyethane (50 mL) and water (100 mL) was stirred rapidly and tetrakis(triphenylphosphine)palladium(0) (0.345 g, 0.00030 mol) was added. The reaction mixture was stirred 6 hours at 80° C., after which time additional ... The reactants are C(#N)C=C(F)P(O)(=O)CCCC (2-cyano-1-fluoro-ethenyl(n-butyl)phosphinic acid), liquid, N (ammonia). The reagents and catalysts are [Rh] (rhodium). Run in C(C)O (ethanol). Run at temperature 20 celsius. Yields the product NCCC(F)P(O)(=O)CCCC (3-amino-1-fluoro-propyl(n-butyl)phosphinic acid). As a reaction SMILES: [C:1]([CH:3]=[C:4]([P:6]([CH2:9][CH2:10][CH2:11][CH3:12])(=[O:8])[OH:7])[F:5])#[N:2].N>C(O)C.[Rh]>[NH2:2][CH2:1][CH2:3][CH:4]([P:6]([CH2:9][CH2:10][CH2:11][CH3:12])(=[O:7])[OH:8])[F:5]. Procedure: A solution of 5.0 g of 2-cyano-1-fluoro-ethenyl(n-butyl)phosphinic acid and 10 ml of liquid ammonia in 150 ml of absolute ethanol is treated with 0.75 g of 5% rhodium on charcoal. The suspension is shaken under hydrogen (20 bars) at 20° C. until thin-layer chromatography indicates complete reaction. The catalyst is removed by filtration and the filtrate is evaporated in vacuo to give a solid. Crystallisation from ethanol/acetone affords 3-amino-1-fluoro-propyl(n-butyl)phosphinic acid. Reactants: BrC1=C(CBr)C=CC=C1 (2-bromobenzyl bromide), NC1=NC=CC=C1O (2-amino-3-hydroxypyridine), O (water). Reagents/catalysts: CCCCCCCC[N+](C)(CCCCCCCC)CCCCCCCC.[Cl-] (Adogen 464). Solvent: [OH-].[Na+] (sodium hydroxide), ClCCl (dichloromethane). Conditions: time 16 hour. Product: NC1=NC=CC=C1OCC1=C(C=CC=C1)Br (2-Amino-3-(2-bromobenzyloxy)pyridine). Yield: 70.5%. As a reaction SMILES: [Br:1][C:2]1[CH:9]=[CH:8][CH:7]=[CH:6][C:3]=1[CH2:4]Br.[NH2:10][C:11]1[C:16]([OH:17])=[CH:15][CH:14]=[CH:13][N:12]=1.O>[OH-].[Na+].ClCCl.CCCCCCCC[N+](CCCCCCCC)(CCCCCCCC)C.[Cl-]>[NH2:10][C:11]1[C:16]([O:17][CH2:4][C:3]2[CH:6]=[CH:7][CH:8]=[CH:9][C:2]=2[Br:1])=[CH:15][CH:14]=[CH:13][N:12]=1 |f:3.4,6.7|. Reported procedure: A mixture of 2-bromobenzyl bromide (50 g, 0.20 mol) and 2-amino-3-hydroxypyridine (20.0 g, 0.18 mol) in 40% aqueous sodium hydroxide solution (200 ml) and dichloromethane (200 ml) was treated with Adogen 464 (5 ml) and stirred vigorously at room temperature for 16 hours. A further 200 ml of water was added and the product extracted into dichloromethane, dried, and the solvent evaporated to obtain the product (35.4 g, 63%), m.p. 99°-100° C.